This data is from the Open Reaction Database (ORD), a public repository of structured organic reaction records. The task is: describe an organic reaction: reactants, conditions, products, and yield The reactants are CC=1C=C(C(=O)O)C=CC1C(=O)N1CCCC1 (3-methyl-4-(pyrrolidin-1-ylcarbonyl)benzoic acid), CN(C)C(=[N+](C)C)ON1C2=C(C=CC=C2)N=N1.[B-](F)(F)(F)F (TBTU), C(C)(C)N(CC)C(C)C (diisopropylethylamine), [N+](=O)([O-])C1=CC2=C(NC(=N2)[C@H](C)N)C=C1 ((1S)-1-(5-nitro-1H-benzimidazol-2-yl)ethylamine), C22H23N5O4. Solvent: CN(C=O)C (dimethylformamide), ClCCl.C(C)O (dichloromethane ethanol). The product is CC=1C=C(C(=O)N[C@@H](C)C2=NC3=C(N2)C=CC(=C3)[N+](=O)[O-])C=CC1C(=O)N1CCCC1 (3-methyl-N-[(1S)-1-(5-nitro-1H-benzimidazol-2-yl)ethyl]-4-(pyrrolidin 1-ylcarbonyl)benzamide). The yield is 87.0%. Reaction SMILES: [CH3:1][C:2]1[CH:3]=[C:4]([CH:8]=[CH:9][C:10]=1[C:11]([N:13]1[CH2:17][CH2:16][CH2:15][CH2:14]1)=[O:12])[C:5]([OH:7])=O.CN(C(ON1N=NC2C=CC=CC1=2)=[N+](C)C)C.[B-](F)(F)(F)F.C(N(C(C)C)CC)(C)C.[N+:49]([C:52]1[CH:63]=[CH:62][C:55]2[NH:56][C:57]([C@@H:59]([NH2:61])[CH3:60])=[N:58][C:54]=2[CH:53]=1)([O-:51])=[O:50]>CN(C)C=O.ClCCl.C(O)C>[CH3:1][C:2]1[CH:3]=[C:4]([CH:8]=[CH:9][C:10]=1[C:11]([N:13]1[CH2:17][CH2:16][CH2:15][CH2:14]1)=[O:12])[C:5]([NH:61][C@H:59]([C:57]1[NH:56][C:55]2[CH:62]=[CH:63][C:52]([N+:49]([O-:51])=[O:50])=[CH:53][C:54]=2[N:58]=1)[CH3:60])=[O:7] |f:1.2,6.7|. Procedure: Prepared analogously to Example 1g from 3-methyl-4-(pyrrolidin-1-ylcarbonyl)benzoic acid, TBTU, diisopropylethylamine, and (1S)-1-(5-nitro-1H-benzimidazol-2-yl)ethylamine in dimethylformamide. Yield: 87%; Rf value: 0.40 (silica gel; dichloromethane/ethanol=9:1); C22H23N5O4 (421.46); mass spectrum: (M+H)+=422 and (M−H)−=420